From a dataset of the Open Reaction Database (ORD), a public repository of structured organic reaction records. describe an organic reaction: reactants, conditions, products, and yield Starting materials: C(C)(=O)N1CCC2=C(CC1)C=CC(=C2)[N+](=O)[O-] (3-acetyl-7-nitro-2,3,4,5-tetrahydro-1H-3-benzazepine), [OH-].[Na+] (NaOH). The solvent is Cl (HCl). Product: [N+](=O)([O-])C1=CC2=C(CCNCC2)C=C1 (7-nitro-2,3,4,5-tetrahydro-1H-3-benzazepine). Yield: 97.9%. As a reaction SMILES: C([N:4]1[CH2:10][CH2:9][C:8]2[CH:11]=[CH:12][C:13]([N+:15]([O-:17])=[O:16])=[CH:14][C:7]=2[CH2:6][CH2:5]1)(=O)C.[OH-].[Na+]>Cl>[N+:15]([C:13]1[CH:12]=[CH:11][C:8]2[CH2:9][CH2:10][NH:4][CH2:5][CH2:6][C:7]=2[CH:14]=1)([O-:17])=[O:16] |f:1.2|. Procedure: A solution of 3-acetyl-7-nitro-2,3,4,5-tetrahydro-1H-3-benzazepine (2.9 g) in HCl (conc) (200 ml) as refluxed for 48 h. Mixture was cooled at 0° C. and neutralised with NaOH (conc.) then was extracted with DCM. The organic layer was collected and the aqueous phase extracted twice with DCM. The combined DCM layers were concentrated to provide the target compound (2.33 g). Starting materials: NC=1C=C(C(=O)O)C=CC1N (3,4-Diaminobenzoic acid), Cl (hydrochloric acid), C(=O)O (formic acid). Conditions: time 24 hour. Product: N1C=NC2=C1C=C(C=C2)C(=O)O (1H-benzimidazole-6-carboxylic acid). RXN SMILES: [NH2:1][C:2]1[CH:3]=[C:4]([CH:8]=[CH:9][C:10]=1[NH2:11])[C:5]([OH:7])=[O:6].Cl.[CH:13](O)=O>>[NH:1]1[C:2]2[CH:3]=[C:4]([C:5]([OH:7])=[O:6])[CH:8]=[CH:9][C:10]=2[N:11]=[CH:13]1. Procedure details: 3,4-Diaminobenzoic acid (20 g, 0.13 mol) was suspended in formic acid (120 ml) while cooling. After that hydrochloric acid (12 ml) was added. An obtained reaction mass was agitated for 24 hours at a room temperature. Reaction mixture was filtered through fiber glass filter. Then filter cake was dissolved in water (400 ml), pH was adjusted to 2.0 with ammonia solution and reaction mass was agitated overnight. Resulting suspension was filtered, pH of filtrate was adjusted to 3.0 with ammonia solut... Reactants: CC(=O)O, Cc1c(N)cccc1F, ClI, [Na+], [Na+], O=S([O-])[O-]. Yields the product Cc1c(N)ccc(I)c1F. RXN SMILES: [CH3:18][C:19](=[O:20])[OH:21].[F:3][c:4]1[c:5]([CH3:11])[c:6]([NH2:7])[cH:8][cH:9][cH:10]1.[I:1][Cl:2].[Na+:16].[Na+:17].[S:12]([O-:13])([O-:14])=[O:15]>>[I:1][c:10]1[c:4]([F:3])[c:5]([CH3:11])[c:6]([NH2:7])[cH:8][cH:9]1. The reactants are OC[C@H]1N(CCCC1)/[N+](=N/[O-])/[O-].[Na+] (sodium (2S)-2-(hydroxymethyl)-1-[(Z)-oxido-NNO-azoxy]piperidine), BrCCCC (1-bromobutane), CN(C)C=O (DMF). Reaction conditions: temperature 100 celsius, time 30 minute. Yields the product C(CCC)O\N=[N+](\[O-])/N1CCC(CC1)CO ({1-[(E)-1-butoxy-NNO-azoxy]piperidin-4-yl}methanol). As a reaction SMILES: OC[C@@H:3]1[CH2:8][CH2:7][CH2:6][CH2:5][N:4]1/[N+:9](/[O-:12])=[N:10]/[O-:11].[Na+].Br[CH2:15][CH2:16][CH2:17][CH3:18].CN([CH:22]=[O:23])C>>[CH2:15]([O:11]/[N:10]=[N+:9](\[N:4]1[CH2:3][CH2:8][CH:7]([CH2:22][OH:23])[CH2:6][CH2:5]1)/[O-:12])[CH2:16][CH2:17][CH3:18] |f:0.1|. Reported procedure: A suspension of sodium (2S)-2-(hydroxymethyl)-1-[(Z)-oxido-NNO-azoxy]piperidine (1.04 g, 5.27 mmol) and 1-bromobutane (681 μL, 6.33 mmol) in DMF (5 mL) was stirred at 100° C. for 30 min in a microwave reactor. After cooling to rt, the mixture was partitioned between Et2O (50 mL) and brine (50 mL). The organic layer was separated and washed with brine (2×50 mL), dried over MgSO4 and concentrated. The residue was purified by flash chromatography (Biotage 40+M) using 40-50% EtOAc in hexanes gradien... Starting materials: ClC1=C(C=C(C=C1)C1=NC=2N(C(=C1)C(F)F)N=CC2C#C)C (5-(4-chloro-3-methyl-phenyl)-7-difluoromethyl-3-ethynyl-pyrazolo[1,5-a]pyrimidine), BrC=1C(=CC(=C(C1)S(=O)(=O)N)F)F (5-bromo-2,4-difluoro-benzenesulfonamide). Product: ClC1=C(C=C(C=C1)C1=NC=2N(C(=C1)C(F)F)N=CC2C#CC=2C(=CC(=C(C2)S(=O)(=O)N)F)F)C (5-[5-(4-Chloro-3-methyl-phenyl)-7-difluoromethyl-pyrazolo[1,5-a]pyrimidin-3-ylethynyl]-2,4-difluoro-benzenesulfonamide), solid. Isolated yield 26.0%. As a reaction SMILES: [Cl:1][C:2]1[CH:7]=[CH:6][C:5]([C:8]2[CH:13]=[C:12]([CH:14]([F:16])[F:15])[N:11]3[N:17]=[CH:18][C:19]([C:20]#[CH:21])=[C:10]3[N:9]=2)=[CH:4][C:3]=1[CH3:22].Br[C:24]1[C:25]([F:35])=[CH:26][C:27]([F:34])=[C:28]([S:30]([NH2:33])(=[O:32])=[O:31])[CH:29]=1>>[Cl:1][C:2]1[CH:7]=[CH:6][C:5]([C:8]2[CH:13]=[C:12]([CH:14]([F:15])[F:16])[N:11]3[N:17]=[CH:18][C:19]([C:20]#[C:21][C:24]4[C:25]([F:35])=[CH:26][C:27]([F:34])=[C:28]([S:30]([NH2:33])(=[O:31])=[O:32])[CH:29]=4)=[C:10]3[N:9]=2)=[CH:4][C:3]=1[CH3:22]. Procedure: The title compound was prepared from 5-(4-chloro-3-methyl-phenyl)-7-difluoromethyl-3-ethynyl-pyrazolo[1,5-a]pyrimidine (example C.16) (159 mg, 0.5 mmol) and commercially available 5-bromo-2,4-difluoro-benzenesulfonamide (136 mg, 0.5 mmol) according to general procedure II. Obtained as an orange solid (67 mg, 26%). MS (ISN) 507.2 [(M−H)−]; mp 270° C. Reported procedure: N-[4-(Hydroxymethyl)-3-methylphenyl]acetamide (D77) (0.36 g, 2 mmol) and manganese dioxide (0.875 g, 10 mmol) were combined in acetonitrile (16 mL) and heated to 120° C. in the microwave for 7 minutes. The MnO2 was filtered off and the reaction mixture was concentrated to give the crude product which was purified by column chromatography. Elution with 0-100% ethyl acetate/petroleum ether yielded the title compound as a cream solid (0.326 g). δH (CDCl3, 400 MHz) 10.17 (1H, s), 7.77 (1H, d), 7.51 ... Reactants: OCC1=C(C=C(C=C1)NC(C)=O)C (N-[4-(Hydroxymethyl)-3-methylphenyl]acetamide). Run at temperature 120 celsius. The yield is 92.0%. The reagents and catalysts are [O-2].[O-2].[Mn+4] (manganese dioxide). Product: C(=O)C1=C(C=C(C=C1)NC(C)=O)C (N-(4-Formyl-3-methylphenyl)acetamide). As a reaction SMILES: [OH:1][CH2:2][C:3]1[CH:8]=[CH:7][C:6]([NH:9][C:10](=[O:12])[CH3:11])=[CH:5][C:4]=1[CH3:13]>C(#N)C.[O-2].[O-2].[Mn+4]>[CH:2]([C:3]1[CH:8]=[CH:7][C:6]([NH:9][C:10](=[O:12])[CH3:11])=[CH:5][C:4]=1[CH3:13])=[O:1] |f:2.3.4|. Solvent: C(C)#N (acetonitrile). Reactants: CI (methyl iodide), C(CCCC=C)OC=1C(=NSN1)C=1C=NC=CC1 (3-(4-(5-hexenyloxy)-1, 2,5-thiadiazol-3-yl)pyridine). The solvent is CC(=O)C (acetone). Conditions: time 18 hour. Product: [I-].C(CCCC=C)OC=1C(=NSN1)C=1C=[N+](C=CC1)C (3-(4-(5-hexenyloxy)-1,2,5-thiadiazol-3-yl)-1-methylpyridinium iodide). Reaction SMILES: [CH3:1][I:2].[CH2:3]([O:9][C:10]1[C:11]([C:15]2[CH:16]=[N:17][CH:18]=[CH:19][CH:20]=2)=[N:12][S:13][N:14]=1)[CH2:4][CH2:5][CH2:6][CH:7]=[CH2:8]>CC(C)=O>[I-:2].[CH2:3]([O:9][C:10]1[C:11]([C:15]2[CH:16]=[N+:17]([CH3:1])[CH:18]=[CH:19][CH:20]=2)=[N:12][S:13][N:14]=1)[CH2:4][CH2:5][CH2:6][CH:7]=[CH2:8] |f:3.4|. Procedure: A mixture of methyl iodide (0.5 ml, 7.5 mmol) and 3-(4-(5-hexenyloxy)-1, 2,5-thiadiazol-3-yl)pyridine (3 mmol) in acetone (5 ml) was stirred at room temperature for 18 h. The title compound precipitated from the solution and was collected by filtration to yield 0.75 g (62%). Reactants: ClCCCl, CN(C)c1ccccn1, ClCCl, CC(C)(C)OC(=O)N1CCC(N)C1, O=C(O)C1CCC2CN1C(=O)N2OCc1ccccc1. Product: CC(C)(C)OC(=O)N1CCC(NC(=O)C2CCC3CN2C(=O)N3OCc2ccccc2)C1. RXN SMILES: [CH2:30]([Cl:31])[CH2:32][Cl:33].[CH3:21][N:22]([c:23]1[cH:24][cH:25][cH:26][cH:27][n:28]1)[CH3:29].[Cl:47][CH2:48][Cl:49].[NH2:34][CH:35]1[CH2:36][N:37]([C:40](=[O:41])[O:42][C:43]([CH3:44])([CH3:45])[CH3:46])[CH2:38][CH2:39]1.[c:1]1([CH2:7][O:8][N:9]2[CH:10]3[CH2:11][CH2:12][CH:13]([C:18](=[O:19])[OH:20])[N:14]([C:15]2=[O:16])[CH2:17]3)[cH:2][cH:3][cH:4][cH:5][cH:6]1>>[c:1]1([CH2:7][O:8][N:9]2[CH:10]3[CH2:11][CH2:12][CH:13]([C:18](=[O:20])[NH:34][CH:35]4[CH2:36][N:37]([C:40](=[O:41])[O:42][C:43]([CH3:44])([CH3:45])[CH3:46])[CH2:38][CH2:39]4)[N:14]([C:15]2=[O:16])[CH2:17]3)[cH:2][cH:3][cH:4][cH:5][cH:6]1.